Task: describe an organic reaction: reactants, conditions, products, and yield. Dataset: the Open Reaction Database (ORD), a public repository of structured organic reaction records Starting materials: C(#N)C=1C=C(C=CC1OC[C@H](CC)C)N1N=CC(=C1)C(=O)OCC (ethyl 1-(3-cyano-4-((S)-2-methylbutoxy)phenyl)-pyrazole-4-carboxylate), [OH-].[Na+] (sodium hydroxide), C(C)(=O)O (acetic acid), O (water). Run in C(C)O (ethanol). Run at temperature 80 celsius. The product is C(#N)C=1C=C(C=CC1OC[C@H](CC)C)N1N=CC(=C1)C(=O)O (1-(3-cyano-4-((S)-2-methylbutoxy) phenyl)pyrazole-4-carboxylic acid). Yield: 51.5%. As a reaction SMILES: [C:1]([C:3]1[CH:4]=[C:5]([N:15]2[CH:19]=[C:18]([C:20]([O:22]CC)=[O:21])[CH:17]=[N:16]2)[CH:6]=[CH:7][C:8]=1[O:9][CH2:10][C@@H:11]([CH3:14])[CH2:12][CH3:13])#[N:2].[OH-].[Na+].O.C(O)(=O)C>C(O)C>[C:1]([C:3]1[CH:4]=[C:5]([N:15]2[CH:19]=[C:18]([C:20]([OH:22])=[O:21])[CH:17]=[N:16]2)[CH:6]=[CH:7][C:8]=1[O:9][CH2:10][C@@H:11]([CH3:14])[CH2:12][CH3:13])#[N:2] |f:1.2|. Procedure details: To a solution (10 ml) of ethyl 1-(3-cyano-4-((S)-2-methylbutoxy)phenyl)-pyrazole-4-carboxylate (1.7 g) in ethanol was added 1 N aqueous sodium hydroxide solution (6.3 ml) with stirring, and the mixture was heated at 80° C. for 30 minutes. After the completion of the reaction, the reaction mixture was pouted into water and neutralized with acetic acid. The precipitated crystals were recrystallized from a mixed solvent of ethyl alcohol and water to give 0.8 g of 1-(3-cyano-4-((S)-2-methylbutoxy) p... Reactants: C1CCOC1, COC(=O)C(c1cccc(OC)c1)n1nc(C(F)(F)F)c(Cl)c1C, [Li+], [OH-], O. Yields the product COc1cccc(C(C(=O)O)n2nc(C(F)(F)F)c(Cl)c2C)c1. RXN SMILES: [CH2:27]1[O:28][CH2:29][CH2:30][CH2:31]1.[CH3:1][O:2][C:3]([CH:4]([c:5]1[cH:6][c:7]([O:11][CH3:12])[cH:8][cH:9][cH:10]1)[n:13]1[n:14][c:15]([C:20]([F:21])([F:22])[F:23])[c:16]([Cl:19])[c:17]1[CH3:18])=[O:24].[Li+:26].[OH-:25].[OH2:32]>>[O:2]=[C:3]([CH:4]([c:5]1[cH:6][c:7]([O:11][CH3:12])[cH:8][cH:9][cH:10]1)[n:13]1[n:14][c:15]([C:20]([F:21])([F:22])[F:23])[c:16]([Cl:19])[c:17]1[CH3:18])[OH:24]. Reported procedure: A mixture of 0.0027 mol of alcohol and 0.00284 mol of isocyanatoethyl methacrylate, 20 mL ethyl acetate, and two drops of dibutyltin dilaurate were added to a polymerization bottle with a stirrer. At room temperature the solution was stirred for 2 days. The solvent was then evaporated, and the solid was redissolved in acetone and precipitated from water. The collected solid was dissolved in ethyl acetate and washed by water and sodium carbonate, and dried by anhydrous magnesium sulfate. Evaporat... The reagents and catalysts are C(CCCCCCCCCCC)(=O)[O-].C(CCCCCCCCCCC)(=O)[O-].C(CCC)[Sn+2]CCCC (dibutyltin dilaurate). Reaction SMILES: [C:1]([O:6]CC[N:9]=C=O)(=[O:5])[C:2]([CH3:4])=[CH2:3].[C:12]([O:15][CH2:16][CH3:17])(=[O:14])C>C([O-])(=O)CCCCCCCCCCC.C([O-])(=O)CCCCCCCCCCC.C([Sn+2]CCCC)CCC>[C:1]([OH:6])(=[O:5])[C:2]([CH3:4])=[CH2:3].[NH2:9][C:12]([O:15][CH2:16][CH3:17])=[O:14] |f:2.3.4,5.6|. Reaction conditions: time 2 day. Product: C(C(=C)C)(=O)O.NC(=O)OCC (urethane methacrylate). Reactants: alcohol, C(C(=C)C)(=O)OCCN=C=O (isocyanatoethyl methacrylate), C(C)(=O)OCC (ethyl acetate). Reactants: C=O (formaldehyde), CNC (dimethylamine), COC1=C(COC=2C=3N(C=CC2)C=C(N3)C)C=CC=C1 (8-(2-methoxybenzyloxy)-2-methylimidazo[1,2-a]pyridine). Run in C(C)(=O)O (acetic acid). Run at time 10 minute. Yields the product CN(C)CC1=C(N=C2N1C=CC=C2OCC2=C(C=CC=C2)OC)C (3-dimethylaminomethyl-8-(2-methoxybenzyloxy)-2-methylimidazo[1,2-a]pyridine). Isolated yield 59.0%. RXN SMILES: [CH2:1]=O.[CH3:3][NH:4][CH3:5].[CH3:6][O:7][C:8]1[CH:25]=[CH:24][CH:23]=[CH:22][C:9]=1[CH2:10][O:11][C:12]1[C:13]2[N:14]([CH:18]=[C:19]([CH3:21])[N:20]=2)[CH:15]=[CH:16][CH:17]=1>C(O)(=O)C>[CH3:3][N:4]([CH2:1][C:18]1[N:14]2[CH:15]=[CH:16][CH:17]=[C:12]([O:11][CH2:10][C:9]3[CH:22]=[CH:23][CH:24]=[CH:25][C:8]=3[O:7][CH3:6])[C:13]2=[N:20][C:19]=1[CH3:21])[CH3:5]. Procedure: To a solution of 37% aqueous formaldehyde (1.57 g) in acetic acid (25 ml) was added dropwise 50% aqueous dimethylamine (1.75 g) with ice-cooling over a period of 10 minutes and the mixture was stirred for an additional 10 minutes. The mixture was heated at 50°-55° C. for 2 hours after an addition of 8-(2-methoxybenzyloxy)-2-methylimidazo[1,2-a]pyridine (4.96 g) thereto and then evaporated in vacuo. The residue was basified with aqueous sodium hydroxide and extracted with methylene chloride. The ... The reactants are [BH4-], COc1ccc(C=O)cc1, ClCCl, CCC(O)CN, [Na+], [Na+], [Na+], O=S(=O)([O-])[O-]. Yields the product CCC(O)CNCc1ccc(OC)cc1. RXN SMILES: [BH4-:24].[CH:7]([c:8]1[cH:9][cH:10][c:11]([O:14][CH3:15])[cH:12][cH:13]1)=[O:16].[Cl:26][CH2:27][Cl:28].[NH2:1][CH2:2][CH:3]([CH2:4][CH3:5])[OH:6].[Na+:17].[Na+:18].[Na+:25].[O-:19][S:20](=[O:21])(=[O:22])[O-:23]>>[NH:1]([CH2:2][CH:3]([CH2:4][CH3:5])[OH:6])[CH2:7][c:8]1[cH:9][cH:10][c:11]([O:14][CH3:15])[cH:12][cH:13]1.